Dataset: the Open Reaction Database (ORD), a public repository of structured organic reaction records. Task: describe an organic reaction: reactants, conditions, products, and yield The reactants are CC(=O)n1ncc2cc(I)c(C)cc21, C1CCOC1, CO, N. The product is Cc1cc2[nH]ncc2cc1I. As a reaction SMILES: [C:1](=[O:2])([CH3:3])[n:4]1[n:5][cH:6][c:7]2[cH:8][c:9]([I:14])[c:10]([CH3:13])[cH:11][c:12]12.[CH2:18]1[O:19][CH2:20][CH2:21][CH2:22]1.[CH3:16][OH:17].[NH3:15]>>[nH:4]1[n:5][cH:6][c:7]2[cH:8][c:9]([I:14])[c:10]([CH3:13])[cH:11][c:12]12. Reactants: C(#C)C1=C(C(=CC=C1)OC)NC(OC(C)(C)C)=O (tert-butyl 2-ethynyl-6-methoxyphenylcarbamate), C(CCC)[Li] (butyllithium), CON(C(=O)C1=CN=C2N1C=CC(=C2)OCCOC)C (N-methoxy-7-(2-methoxyethoxy)-N-methylimidazo[1,2-a]pyridine-3-carboxamide). The solvent is C1CCOC1 (THF), C1CCOC1 (THF). Reaction conditions: time 1 hour. The product is COC1=C(C(=CC=C1)C#CC(=O)C1=CN=C2N1C=CC(=C2)OCCOC)NC(OC(C)(C)C)=O (tert-butyl 2-methoxy-6-(3-(7-(2-methoxyethoxy)imidazo[1,2-a]pyridin-3-yl)-3-oxoprop-1-ynyl)phenylcarbamate). As a reaction SMILES: [C:1]([C:3]1[CH:8]=[CH:7][CH:6]=[C:5]([O:9][CH3:10])[C:4]=1[NH:11][C:12](=[O:18])[O:13][C:14]([CH3:17])([CH3:16])[CH3:15])#[CH:2].C([Li])CCC.CON(C)[C:27]([C:29]1[N:33]2[CH:34]=[CH:35][C:36]([O:38][CH2:39][CH2:40][O:41][CH3:42])=[CH:37][C:32]2=[N:31][CH:30]=1)=[O:28]>C1COCC1>[CH3:10][O:9][C:5]1[CH:6]=[CH:7][CH:8]=[C:3]([C:1]#[C:2][C:27]([C:29]2[N:33]3[CH:34]=[CH:35][C:36]([O:38][CH2:39][CH2:40][O:41][CH3:42])=[CH:37][C:32]3=[N:31][CH:30]=2)=[O:28])[C:4]=1[NH:11][C:12](=[O:18])[O:13][C:14]([CH3:15])([CH3:17])[CH3:16]. Procedure: To tert-butyl 2-ethynyl-6-methoxyphenylcarbamate (1.77 g, 7.18 mmol) in THF (40 mL) was added butyllithium (0.919 g, 14.4 mmol) at −78° C., and the reaction was stirred for 1 hour. N-methoxy-7-(2-methoxyethoxy)-N-methylimidazo[1,2-a]pyridine-3-carboxamide (1.67 g, 5.98 mmol) in THF (55 mL) was then added to the reaction mixture dropwise. After the addition, the cold bath was removed and the reaction was warmed to ambient temperature. Following a 2 hour stir at ambient temperature, the reaction m... Reactants: C1(=CC=C(C=C1)OC(C)C1=CC=C(C(=O)OC)C=C1)C (methyl 4-(1-(p-tolyloxy)ethyl)benzoate), O.[OH-].[Li+] (lithium hydroxide monohydrate), O1CCCC1 (tetrahydrofuran), CO (methanol). The solvent is O (water). Run at temperature 20 celsius, time 12 hour. The product is C1(=CC=C(C=C1)OC(C)C1=CC=C(C(=O)O)C=C1)C (4-(1-(p-tolyloxy)ethyl)benzoic acid). As a reaction SMILES: [C:1]1([CH3:20])[CH:6]=[CH:5][C:4]([O:7][CH:8]([C:10]2[CH:19]=[CH:18][C:13]([C:14]([O:16]C)=[O:15])=[CH:12][CH:11]=2)[CH3:9])=[CH:3][CH:2]=1.O.[OH-].[Li+].O1CCCC1.CO>O>[C:1]1([CH3:20])[CH:2]=[CH:3][C:4]([O:7][CH:8]([C:10]2[CH:11]=[CH:12][C:13]([C:14]([OH:16])=[O:15])=[CH:18][CH:19]=2)[CH3:9])=[CH:5][CH:6]=1 |f:1.2.3|. Procedure details: A mixture of methyl 4-(1-(p-tolyloxy)ethyl)benzoate (50 mg, 0.19 mmol), lithium hydroxide monohydrate (39 mg, 0.92 mmol), tetrahydrofuran (6 mL), methanol (2 mL), and water (2 mL) were stirred at 20° C. for 12 hours. The reaction mixture was concentrated, acidified with concentrated hydrochloric acid to pH=1, extracted with ethyl acetate (20 mL×3). The organic phase was separated, dried over sodium sulfate, filtered and concentrated to give 4-(1-(p-tolyloxy)ethyl)benzoic acid used in next step w... Starting materials: ClCCCBr, O=C([O-])[O-], CC1(C)NC(=O)NC1=O, [Cs+], [Cs+], CN(C)C=O, O. Yields the product CC1(C)NC(=O)N(CCCCl)C1=O. Reaction SMILES: [Br:10][CH2:11][CH2:12][CH2:13][Cl:14].[C:15](=[O:16])([O-:17])[O-:18].[CH3:1][C:2]1([CH3:9])[C:3](=[O:8])[NH:4][C:5](=[O:7])[NH:6]1.[Cs+:19].[Cs+:20].[O:22]=[CH:23][N:24]([CH3:25])[CH3:26].[OH2:21]>>[CH3:1][C:2]1([CH3:9])[C:3](=[O:8])[N:4]([CH2:11][CH2:12][CH2:13][Cl:14])[C:5](=[O:7])[NH:6]1. The reactants are O1CC1CC (1,2-epoxybutane), COC=1C=C(C=CC1)[Mg]Br (3-methoxyphenylmagnesium bromide). The reagents and catalysts are [Cu]I (CuI). Run in C1CCOC1 (THF), C1CCOC1 (THF). Reaction conditions: time 8 hour. Yields the product COC=1C=C(C=CC1)CC(CC)O (1-[3-(Methyloxy)phenyl]-2-butanol). Yield: 94.0%. As a reaction SMILES: [O:1]1[CH:3]([CH2:4][CH3:5])[CH2:2]1.[CH3:6][O:7][C:8]1[CH:9]=[C:10]([Mg]Br)[CH:11]=[CH:12][CH:13]=1>C1COCC1.[Cu]I>[CH3:6][O:7][C:8]1[CH:9]=[C:10]([CH2:2][CH:3]([OH:1])[CH2:4][CH3:5])[CH:11]=[CH:12][CH:13]=1. Procedure: To a stirred suspension of CuI (0.40 g, 2.08 mmol) in 3-methoxyphenylmagnesium bromide in THF (31.2 mL, 1.0M THF solution, 31.2 mmol) at −20° C. was slowly added a solution of 1,2-epoxybutane (1.50 g, 20.8 mmol) in THF (1 mL). The mixture was allowed to warm up to room temperature and stirred at room temperature overnight. The reaction mixture was cooled in an ice bath and quenched with saturated aqueous NH4Cl. The mixture was extracted with ethyl acetate (3×70 mL). The combined organic phase wa... Starting materials: CN1N=C(C(=C1C)O)C (1,3,5-trimethyl-1H-pyrazol-4-ol), C(=O)([O-])[O-].[K+].[K+] (K2CO3), FC1=C(C=O)C=C(C=C1)I (2-fluoro-5-iodobenzaldehyde). The solvent is CN(C(C)=O)C (N,N-dimethylacetamide). The product is IC=1C=CC(=C(C=O)C1)OC=1C(=NN(C1C)C)C (5-iodo-2-(1,3,5-trimethyl-1H-pyrazol-4-yloxy)-benzaldehyde). The yield is 97.2%. RXN SMILES: F[C:2]1[CH:9]=[CH:8][C:7]([I:10])=[CH:6][C:3]=1[CH:4]=[O:5].[CH3:11][N:12]1[C:16]([CH3:17])=[C:15]([OH:18])[C:14]([CH3:19])=[N:13]1.C([O-])([O-])=O.[K+].[K+]>CN(C)C(=O)C>[I:10][C:7]1[CH:8]=[CH:9][C:2]([O:18][C:15]2[C:14]([CH3:19])=[N:13][N:12]([CH3:11])[C:16]=2[CH3:17])=[C:3]([CH:6]=1)[CH:4]=[O:5] |f:2.3.4|. Reported procedure: In a manner similar to the method described in Example 50a, 2-fluoro-5-iodobenzaldehyde (5.84 g, 23.4 mmol) (Aldrich) was reacted with 1,3,5-trimethyl-1H-pyrazol-4-ol (3.24 g, 25.7 mmol) and K2CO3 in N,N-dimethylacetamide to give 5-iodo-2-(1,3,5-trimethyl-1H-pyrazol-4-yloxy)-benzaldehyde as a yellow solid (Yield 8.1 g, 97%).